The task is: describe an organic reaction: reactants, conditions, products, and yield. This data is from the Open Reaction Database (ORD), a public repository of structured organic reaction records. Reagents/catalysts: [Cu]Cl (Copper (I) chloride). As a reaction SMILES: [Cl:1][C:2]1[CH:7]=[C:6](I)[CH:5]=[CH:4][C:3]=1[NH:9][C:10](=[O:18])[CH:11]([O:14][C:15](=[O:17])[CH3:16])[CH2:12]C.[NH2:19][C:20]1[CH:25]=[CH:24][C:23]([SH:26])=[CH:22][CH:21]=1.[C:27](=O)([O-])[O-].[K+].[K+]>CN(C=O)C.[Cu]Cl>[Cl:1][C:2]1[CH:7]=[C:6]([S:26][C:23]2[CH:24]=[CH:25][C:20]([NH2:19])=[CH:21][CH:22]=2)[CH:5]=[CH:4][C:3]=1[NH:9][C:10](=[O:18])[C:11]([O:14][C:15](=[O:17])[CH3:16])([CH3:12])[CH3:27] |f:2.3.4|. Procedure: Copper (I) chloride (0.90 g) was added to a mixture of N-[2-chloro-4-iodophenyl]-2-acetoxy-3-methylpropanamide (Method 23) (8.3 g), 4-aminothiophenol (1.07 ml) and potassium carbonate (9.1 g) in DMF (100 ml). The mixture was heated at 135° C. with stirring under argon for 3 hours, cooled and then filtered through diatomaceous earth. The filter was washed with ethyl acetate (3×20 ml) and the filtrates were combined and washed with water (50 ml), brine and dried. The volatile material was removed ... Yields the product ClC1=C(C=CC(=C1)SC1=CC=C(C=C1)N)NC(C(C)(C)OC(C)=O)=O (N-[2-Chloro-4-(4-aminophenylsulphanyl)phenyl]-2-acetoxy-2-methylpropanamide). Reactants: ClC1=C(C=CC(=C1)I)NC(C(CC)OC(C)=O)=O (N-[2-chloro-4-iodophenyl]-2-acetoxy-3-methylpropanamide), NC1=CC=C(C=C1)S (4-aminothiophenol), C([O-])([O-])=O.[K+].[K+] (potassium carbonate). Solvent: CN(C)C=O (DMF). Reaction conditions: temperature 135 celsius, time 3 hour. Starting materials: BrCc1ccccc1, O=C([O-])[O-], CO, [Cs+], [Cs+], CN(C)C=O, O=C(O)c1c(O)ccc2ccccc12. The product is O=C(OCc1ccccc1)c1c(O)ccc2ccccc12. Reaction SMILES: [Br:21][CH2:22][c:23]1[cH:24][cH:25][cH:26][cH:27][cH:28]1.[C:15](=[O:16])([O-:17])[O-:18].[CH3:29][OH:30].[Cs+:19].[Cs+:20].[O:31]=[CH:32][N:33]([CH3:34])[CH3:35].[OH:1][c:2]1[c:3]([C:12](=[O:13])[OH:14])[c:4]2[cH:5][cH:6][cH:7][cH:8][c:9]2[cH:10][cH:11]1>>[OH:1][c:2]1[c:3]([C:12](=[O:13])[O:14][CH2:22][c:23]2[cH:24][cH:25][cH:26][cH:27][cH:28]2)[c:4]2[cH:5][cH:6][cH:7][cH:8][c:9]2[cH:10][cH:11]1. The reactants are C1(=CC=CC=C1)C=1CCN(CC1)CCCCNC1=C(C(=O)N)C(=CC=C1)F (4-(4-phenyl-1,2,3,6-tetrahydropyridin-1-yl)butylamino-6-fluorobenzamide), ClC(=O)OC(Cl)(Cl)Cl (trichloromethyl chloroformate), C (charcoal). The solvent is O1CCOCC1 (dioxane). Reaction conditions: temperature 80 celsius, time 1 hour. The product is Cl.C1(=CC=CC=C1)C=1CCN(CC1)CCCCN1C(NC(C2=C(C=CC=C12)F)=O)=O (1-[4-(4-phenyl-1,2,3,6-tetrahydropyridin-1-yl)butyl]-5-fluoro-2,4(1H,3H)-quinazolinedione hydrochloride). RXN SMILES: [C:1]1([C:7]2[CH2:8][CH2:9][N:10]([CH2:13][CH2:14][CH2:15][CH2:16][NH:17][C:18]3[CH:26]=[CH:25][CH:24]=[C:23]([F:27])[C:19]=3[C:20]([NH2:22])=[O:21])[CH2:11][CH:12]=2)[CH:6]=[CH:5][CH:4]=[CH:3][CH:2]=1.[Cl:28][C:29](OC(Cl)(Cl)Cl)=[O:30].C>O1CCOCC1>[ClH:28].[C:1]1([C:7]2[CH2:12][CH2:11][N:10]([CH2:13][CH2:14][CH2:15][CH2:16][N:17]3[C:18]4[C:19](=[C:23]([F:27])[CH:24]=[CH:25][CH:26]=4)[C:20](=[O:21])[NH:22][C:29]3=[O:30])[CH2:9][CH:8]=2)[CH:2]=[CH:3][CH:4]=[CH:5][CH:6]=1 |f:4.5|. Reported procedure: A mixture of 2-[N-{4-(4-phenyl-1,2,3,6-tetrahydropyridin-1-yl)butylamino-6-fluorobenzamide (900 mg), trichloromethyl chloroformate (1.5 ml) and active charcoal (catalytic amounts) in dioxane (20 ml) was stirred for 1 hour at 80° C. The solvent was removed in vacuo. The residue was dissolved in 10% hydrogen chloride-methanol, then the solution was filtered. After evaporation of the filtrate, the residue was crystallized from ethanol-ether. The crude crystals were collected, and washed with hot et...